Dataset: the Open Reaction Database (ORD), a public repository of structured organic reaction records. Task: describe an organic reaction: reactants, conditions, products, and yield The reactants are CCN=C=O, C1COCCO1, Cc1c(C(=O)NN)cc(C(=O)NCc2ccc(S(C)(=O)=O)cc2)c(=O)n1-c1cccc(C(F)(F)F)c1. The product is CCNC(=O)NNC(=O)c1cc(C(=O)NCc2ccc(S(C)(=O)=O)cc2)c(=O)n(-c2cccc(C(F)(F)F)c2)c1C. RXN SMILES: [CH2:37]([CH3:38])[N:39]=[C:40]=[O:41].[CH2:42]1[O:43][CH2:44][CH2:45][O:46][CH2:47]1.[CH3:1][S:2](=[O:3])(=[O:4])[c:5]1[cH:6][cH:7][c:8]([CH2:9][NH:10][C:11](=[O:12])[c:13]2[c:14](=[O:34])[n:15](-[c:24]3[cH:25][c:26]([C:30]([F:31])([F:32])[F:33])[cH:27][cH:28][cH:29]3)[c:16]([CH3:23])[c:17]([C:19](=[O:20])[NH:21][NH2:22])[cH:18]2)[cH:35][cH:36]1>>[CH3:1][S:2](=[O:3])(=[O:4])[c:5]1[cH:6][cH:7][c:8]([CH2:9][NH:10][C:11](=[O:12])[c:13]2[c:14](=[O:34])[n:15](-[c:24]3[cH:25][c:26]([C:30]([F:31])([F:32])[F:33])[cH:27][cH:28][cH:29]3)[c:16]([CH3:23])[c:17]([C:19](=[O:20])[NH:21][NH:22][C:40]([NH:39][CH2:37][CH3:38])=[O:41])[cH:18]2)[cH:35][cH:36]1. Solvent: C(Cl)Cl (DCM). Conditions: time 8 hour. Reported procedure: N-{4-[4-[(4-chlorophenyl)(hydroxy)methyl]-5-(1-{[2-(trimethylsilyl)ethoxy]methyl}-1H-imidazol-2-yl)-1,3-thiazol-2-yl]pyridin-2-yl}acetamide (0.120 g, 0.216 mmol) was dissolved in DCM (5 mL) and trifluoroacetic acid (5.0 mL, 65 mmol) was added. The mixture was stirred at room temperature overnight. The solvent was evaporated, azeotroped with toluene and purified using column chromatography on silica gel (0 to 10% MeOH in DCM) to give the title compound (0.050 g, 50%). LCMS: (FA) ES+, 426, 428. 1H... As a reaction SMILES: [Cl:1][C:2]1[CH:7]=[CH:6][C:5]([CH:8]([OH:37])[C:9]2[N:10]=[C:11]([C:27]3[CH:32]=[CH:31][N:30]=[C:29]([NH:33][C:34](=[O:36])[CH3:35])[CH:28]=3)[S:12][C:13]=2[C:14]2[N:15](COCC[Si](C)(C)C)[CH:16]=[CH:17][N:18]=2)=[CH:4][CH:3]=1.FC(F)(F)C(O)=O>C(Cl)Cl>[Cl:1][C:2]1[CH:7]=[CH:6][C:5]([CH:8]([OH:37])[C:9]2[N:10]=[C:11]([C:27]3[CH:32]=[CH:31][N:30]=[C:29]([NH:33][C:34](=[O:36])[CH3:35])[CH:28]=3)[S:12][C:13]=2[C:14]2[NH:18][CH:17]=[CH:16][N:15]=2)=[CH:4][CH:3]=1. Yields the product ClC1=CC=C(C=C1)C(C=1N=C(SC1C=1NC=CN1)C1=CC(=NC=C1)NC(C)=O)O (N-{4-[4-[(4-chlorophenyl)(hydroxy)methyl]-5-(1H-imidazol-2-yl)-1,3-thiazol-2-yl]pyridin-2-yl}acetamide). Starting materials: ClC1=CC=C(C=C1)C(C=1N=C(SC1C=1N(C=CN1)COCC[Si](C)(C)C)C1=CC(=NC=C1)NC(C)=O)O (N-{4-[4-[(4-chlorophenyl)(hydroxy)methyl]-5-(1-{[2-(trimethylsilyl)ethoxy]methyl}-1H-imidazol-2-yl)-1,3-thiazol-2-yl]pyridin-2-yl}acetamide), FC(C(=O)O)(F)F (trifluoroacetic acid). The yield is 54.4%. The reactants are C(C1=CC=CC=C1)S (Benzylmercaptan), C(C)(C)O (isopropanol), [OH-].[Na+] (sodium hydroxide), C(C)(C)O (isopropanol), BrC(C(=O)O)(C)C (bromoisobutyric acid). The solvent is O (water). Run at temperature 80 celsius. The product is C(C1=CC=CC=C1)C(C(=S)O)(C)C (benzylthioisobutyric acid). Isolated yield 50.0%. RXN SMILES: [CH2:1]([SH:8])[C:2]1[CH:7]=CC=C[CH:3]=1.[CH:9](O)([CH3:11])[CH3:10].[OH-:13].[Na+].Br[C:16]([CH3:21])([CH3:20])[C:17](O)=O>O>[CH2:17]([C:2]([CH3:7])([CH3:3])[C:1]([OH:13])=[S:8])[C:16]1[CH:21]=[CH:11][CH:9]=[CH:10][CH:20]=1 |f:2.3|. Procedure: Benzylmercaptan (415 ml; 3.5 mol) was added to isopropanol (800 ml), and under cooling, 5.3 N aqueous sodium hydroxide (1000 ml) and an isopropanol solution (800 ml) containing bromoisobutyric acid (1) (296 g; 1.77 mol) were dropwise added thereto. The resulting mixture was heated at 80° C. for 44 hours while stirring. The reaction mixture was combined with water (1000 ml) and washed with ether three times. The aqueous layer was adjusted to pH 2 with 4N hydrochloric acid, followed by extraction ...